This data is from the Open Reaction Database (ORD), a public repository of structured organic reaction records. The task is: describe an organic reaction: reactants, conditions, products, and yield The reactants are FC(C=C)(F)F (3,3,3-trifluoropropene), CO (methanol), CuCl2.2H2O, O1CCOCC1 (1,4-dioxane). The reagents and catalysts are Cl[Pd]Cl (PdCl2), [Al](O)(O)O (Al(OH)3). Run at temperature 60 celsius, time 10 hour. The product is COC(CC(F)(F)F)OC (1,1-dimethoxy-3,3,3-trifluoropropane). RXN SMILES: [CH3:1][OH:2].[F:3][C:4]([F:8])([F:7])[CH:5]=[CH2:6].[O:9]1CCOC[CH2:10]1>Cl[Pd]Cl.[Al](O)(O)O>[CH3:10][O:9][CH:6]([O:2][CH3:1])[CH2:5][C:4]([F:8])([F:7])[F:3]. Procedure: In a glass autoclave, a mixture of 150 g (4.69 mol) of methanol, 150 g of 1,4-dioxane, 3.0 g (0.017 mol) of PdCl2, 5.8 g (0.034 mol) of CuCl2.2H2O and 4.0 g of Al(OH)3 was kept heated at 60° C. Stirring the mixture, 3,3,3-trifluoropropene was continuously introduced into the autoclave so as to keep the gas pressure in the autoclave at 8 kg/cm2. This operation was continued for 10 hr. As the result 245.2 g (1.552 mol) of 1,1-dimethoxy-3,3,3-trifluoropropane was obtained. In this case selectivity ... Product: COc1ccc(-c2cc3nc(Cl)cc(N4CCOCC4)n3n2)cc1. Reaction SMILES: [CH2:20]1[CH2:21][O:22][CH2:23][CH2:24][NH:25]1.[CH2:26]1[O:27][CH2:28][CH2:29][O:30][CH2:31]1.[Cl:1][c:2]1[n:3][c:4]2[n:5]([c:6]([Cl:8])[cH:7]1)[n:9][c:10](-[c:12]1[cH:13][cH:14][c:15]([O:18][CH3:19])[cH:16][cH:17]1)[cH:11]2>>[Cl:1][c:2]1[n:3][c:4]2[n:5]([c:6]([N:25]3[CH2:20][CH2:21][O:22][CH2:23][CH2:24]3)[cH:7]1)[n:9][c:10](-[c:12]1[cH:13][cH:14][c:15]([O:18][CH3:19])[cH:16][cH:17]1)[cH:11]2. Reactants: C1COCCN1, C1COCCO1, COc1ccc(-c2cc3nc(Cl)cc(Cl)n3n2)cc1. The reactants are NC1=C(C=CC=C1)C=1C(=NC=CC1)C(=O)C1=NC=CC=C1C1=C(C=CC=C1)N (2-aminophenyl-2-pyridyl ketone), NC(=O)N (urea). Isolated yield 77.5%. Reported procedure: A solution of 2-aminophenyl-2-pyridyl ketone (0.95 g, 4.8 mmol), urea (500 mg, 8.3 mmol) and acetic acid (10 mL) was stirred at 110° C. for 18 h. The reaction mixture was cooled to rt and filtered. The solid was washed with water and dried under reduced pressure to give 4-(pyridin-2-yl)quinazolin-2(1H)-one as a yellow solid (0.83 g, 78%), which was dissolved in phosphorous oxychloride (3 mL) and the mixture was stirred at reflux for 30 min. The reaction mixture was cooled to rt and slowly poured... Run in C(C)(=O)O (acetic acid). The product is N1=C(C=CC=C1)C1=NC(NC2=CC=CC=C12)=O (4-(pyridin-2-yl)quinazolin-2(1H)-one). Reaction SMILES: NC1C=CC=CC=1C1C([C:14]([C:16]2[C:21]([C:22]3[CH:27]=[CH:26][CH:25]=[CH:24][C:23]=3[NH2:28])=[CH:20][CH:19]=[CH:18][N:17]=2)=O)=NC=CC=1.[NH2:29][C:30](N)=[O:31]>C(O)(=O)C>[N:17]1[CH:18]=[CH:19][CH:20]=[CH:14][C:16]=1[C:21]1[C:22]2[C:23](=[CH:24][CH:25]=[CH:26][CH:27]=2)[NH:28][C:30](=[O:31])[N:29]=1. Reaction SMILES: [Br:1][c:2]1[n:3][c:4]([NH2:11])[cH:5][c:6]([NH2:10])[c:7]1[C:8]#[N:9].[CH2:17]1[O:18][CH2:19][CH2:20][CH2:21]1.[CH3:22][OH:23].[K+:16].[O-:12][C:13]([CH3:14])=[O:15]>>[cH:2]1[n:3][c:4]([NH2:11])[cH:5][c:6]([NH2:10])[c:7]1[C:8]#[N:9]. Reactants: N#Cc1c(N)cc(N)nc1Br, C1CCOC1, CO, [K+], CC(=O)[O-]. The product is N#Cc1cnc(N)cc1N. The reactants are C(C)OC(C1=C(C(=CC=C1)OC1=CC=CC=C1)C)=O (2-methyl-3-phenoxy-benzoic acid ethyl ester), BrN1C(CCC1=O)=O (N-bromosuccinimide). Reagents/catalysts: C(C1=CC=CC=C1)(=O)OOC(C1=CC=CC=C1)=O (benzoyl peroxide). Run in C(Cl)(Cl)(Cl)Cl (carbon tetrachloride). The product is C(C)OC(C1=C(C(=CC=C1)OC1=CC=CC=C1)CBr)=O (2-Bromomethyl-3-phenoxy-benzoic acid ethyl ester). The yield is 105.6%. As a reaction SMILES: [CH2:1]([O:3][C:4](=[O:19])[C:5]1[CH:10]=[CH:9][CH:8]=[C:7]([O:11][C:12]2[CH:17]=[CH:16][CH:15]=[CH:14][CH:13]=2)[C:6]=1[CH3:18])[CH3:2].[Br:20]N1C(=O)CCC1=O>C(Cl)(Cl)(Cl)Cl.C(OOC(=O)C1C=CC=CC=1)(=O)C1C=CC=CC=1>[CH2:1]([O:3][C:4](=[O:19])[C:5]1[CH:10]=[CH:9][CH:8]=[C:7]([O:11][C:12]2[CH:17]=[CH:16][CH:15]=[CH:14][CH:13]=2)[C:6]=1[CH2:18][Br:20])[CH3:2]. Reported procedure: A mixture of 2-methyl-3-phenoxy-benzoic acid ethyl ester (5.23 g, 0.02 mol), N-bromosuccinimide (3.82 g, 0.02 mol) and benzoyl peroxide (247.5 mg, 1.1 mmol) in carbon tetrachloride (80 mL) was refluxed for 4 h before it was cooled to room temperature and filtered. The filtrate was washed with water, saturated aqueous sodium bicarbonate solution, and brine before it was dried over anhydrous sodium sulfate and concentrated in vacuo to give the title compound as a yellow oil (7.08 g): 1H NMR (CDCl3... The reactants are FC(C(F)(F)F)(C1=CC=C(CN)C=C1)F (4-pentafluoroethylbenzylamine), C1CCC(CC1)N=C=NC2CCCCC2 (DCC), C(=S)=S (carbon disulfide). Run in C(C)OCC (diethyl ether). Conditions: temperature -10 celsius, time 12 hour. The product is FC(C(F)(F)F)(C1=CC=C(CN=C=S)C=C1)F (4-Pentafluoroethylbenzyl isothiocyanate). RXN SMILES: [F:1][C:2]([F:15])([C:7]1[CH:14]=[CH:13][C:10]([CH2:11][NH2:12])=[CH:9][CH:8]=1)[C:3]([F:6])([F:5])[F:4].C1CCC(N=C=NC2CCCCC2)CC1.[C:31](=S)=[S:32]>C(OCC)C>[F:1][C:2]([F:15])([C:7]1[CH:14]=[CH:13][C:10]([CH2:11][N:12]=[C:31]=[S:32])=[CH:9][CH:8]=1)[C:3]([F:5])([F:4])[F:6]. Procedure: 4.7 g of 4-pentafluoroethylbenzylamine was added dropwise to a mixture of 4.8 g of DCC, 20 ml of carbon disulfide and 50 ml of diethyl ether with stirring at -10° C. The temperature of the mixture was returned to room temperature, and it was left to stand for 12 hours. Starting materials: C1(=CC=CC=C1)C(N1CCC(CC1)CCCCO)C1=CC=CC=C1 (4-(1-diphenylmethyl-piperidin-4-yl)-butan-1-ol), C(C)OC(=O)N=NC(=O)OCC (azodicarboxylic acid diethyl ester), C1(=CC=CC=C1)P(C1=CC=CC=C1)C1=CC=CC=C1 (triphenylphosphine), C1(C=2C(C(N1)=O)=CC=CC2)=O (phthalimide). Solvent: C1CCOC1 (THF). Conditions: temperature 20 celsius. Product: C1(=CC=CC=C1)C(N1CCC(CC1)CCCCN1C(C2=CC=CC=C2C1=O)=O)C1=CC=CC=C1 (2-[4-(1-Diphenylmethyl-piperidin-4-yl)-butyl]-isoindol-1,3-dione). RXN SMILES: [C:1]1([CH:7]([C:19]2[CH:24]=[CH:23][CH:22]=[CH:21][CH:20]=2)[N:8]2[CH2:13][CH2:12][CH:11]([CH2:14][CH2:15][CH2:16][CH2:17]O)[CH2:10][CH2:9]2)[CH:6]=[CH:5][CH:4]=[CH:3][CH:2]=1.C1(P(C2C=CC=CC=2)C2C=CC=CC=2)C=CC=CC=1.[C:44]1(=[O:54])[NH:48][C:47](=[O:49])[C:46]2=[CH:50][CH:51]=[CH:52][CH:53]=[C:45]12.C(OC(N=NC(OCC)=O)=O)C>C1COCC1>[C:1]1([CH:7]([C:19]2[CH:24]=[CH:23][CH:22]=[CH:21][CH:20]=2)[N:8]2[CH2:13][CH2:12][CH:11]([CH2:14][CH2:15][CH2:16][CH2:17][N:48]3[C:44](=[O:54])[C:45]4[C:46](=[CH:50][CH:51]=[CH:52][CH:53]=4)[C:47]3=[O:49])[CH2:10][CH2:9]2)[CH:2]=[CH:3][CH:4]=[CH:5][CH:6]=1. Reported procedure: 135.0 g (417. mmol) 4-(1-diphenylmethyl-piperidin-4-yl)-butan-1-ol, 109.5 g (417 mmol) triphenylphosphine and 61.3 g (417 mmol) phthalimide are suspended in THF. Thereafter, 2.6 g (417 mmol) azodicarboxylic acid diethyl ester are added dropwise within two and a half hours under protective atmosphere and light cooling (ca. 15-25° C.). After an additional hour, the solvent is removed under vacuum and the residue is crystallized three times from acetic acid ethyl ester (1000 ml, 1200 ml and 1100 ml... The reactants are CC(C)O, CSc1cc(C(F)(C(F)(F)F)C(F)(F)C(F)(F)F)cc(Cl)c1NC(=O)c1ccc(C#N)c([N+](=O)[O-])c1, Cl, Cl[Sn](Cl)(Cl)Cl. The product is CSc1cc(C(F)(C(F)(F)F)C(F)(F)C(F)(F)F)cc(Cl)c1NC(=O)c1ccc(C#N)c(N)c1. RXN SMILES: [CH:43]([OH:44])([CH3:45])[CH3:46].[Cl:1][c:2]1[c:3]([NH:23][C:24]([c:25]2[cH:26][c:27]([N+:33]([O-:34])=[O:35])[c:28]([C:31]#[N:32])[cH:29][cH:30]2)=[O:36])[c:4]([S:21][CH3:22])[cH:5][c:6]([C:8]([C:9]([C:10]([F:11])([F:12])[F:13])([F:14])[F:15])([C:16]([F:17])([F:18])[F:19])[F:20])[cH:7]1.[ClH:42].[Sn:37]([Cl:38])([Cl:39])([Cl:40])[Cl:41]>>[Cl:1][c:2]1[c:3]([NH:23][C:24]([c:25]2[cH:26][c:27]([NH2:33])[c:28]([C:31]#[N:32])[cH:29][cH:30]2)=[O:36])[c:4]([S:21][CH3:22])[cH:5][c:6]([C:8]([C:9]([C:10]([F:11])([F:12])[F:13])([F:14])[F:15])([C:16]([F:17])([F:18])[F:19])[F:20])[cH:7]1. Starting materials: [Al+3].[Cl-].[Cl-].[Cl-] (AlCl3), C(CCC)C1CCC(CC1)C(=O)Cl (4-n-butyl-cyclohexanecarboxylic acid chloride), ice. The solvent is C1=CC=CC=C1 (benzene). Reaction conditions: temperature 40 celsius. Yields the product C(C1=CC=CC=C1)(=O)C1CCC(CC1)CCCC (1-benzoyl-4-n-butyl-cyclohexane). As a reaction SMILES: [Al+3].[Cl-].[Cl-].[Cl-].[CH2:5]([CH:9]1[CH2:14][CH2:13][CH:12]([C:15](Cl)=[O:16])[CH2:11][CH2:10]1)[CH2:6][CH2:7][CH3:8]>C1C=CC=CC=1>[C:15]([CH:12]1[CH2:13][CH2:14][CH:9]([CH2:5][CH2:6][CH2:7][CH3:8])[CH2:10][CH2:11]1)(=[O:16])[C:9]1[CH:14]=[CH:13][CH:12]=[CH:11][CH:10]=1 |f:0.1.2.3|. Procedure details: To a stirred mixture of 500 ml abs. benzene and 240 g (1.8 mol) AlCl3 at 20° C., within 60 minutes, are added, dropwise, 302 g (1.5 mol) of 4-n-butyl-cyclohexanecarboxylic acid chloride (cis-trans mixture). The clear orange-yellow solution is then heated to 40° C. for 1 to 2 hours, cooled and poured onto 500 ml ice/concentrated HCl. The organic phase is separated, washed with water, with 10% aqueous potassium hydroxide solution and washed with water again. The aqueous phase is extracted two to t... Reaction SMILES: [Br-:24].[CH3:1][c:2]1[c:3]([CH3:22])[c:4]2[c:8]([c:9]3[c:10]1[o:11][c:12]([C:14](=[O:15])[OH:16])[cH:13]3)[CH2:7][C:6]([CH2:17][CH2:18][CH3:19])([Br:20])[C:5]2=[O:21].[CH3:26][N:27]([CH3:28])[CH:29]=[O:30].[Li+:23].[OH2:25]>>[CH3:1][c:2]1[c:3]([CH3:22])[c:4]2[c:8]([c:9]3[c:10]1[o:11][c:12]([C:14](=[O:15])[OH:16])[cH:13]3)[CH2:7][C:6](=[CH:17][CH2:18][CH3:19])[C:5]2=[O:21]. Product: CCC=C1Cc2c(c(C)c(C)c3oc(C(=O)O)cc23)C1=O. Starting materials: [Br-], CCCC1(Br)Cc2c(c(C)c(C)c3oc(C(=O)O)cc23)C1=O, CN(C)C=O, [Li+], O.